This data is from the Open Reaction Database (ORD), a public repository of structured organic reaction records. The task is: describe an organic reaction: reactants, conditions, products, and yield Starting materials: [N+](=O)(O)[O-] (nitric acid), C12C3=CC=CC=C3C(CNC1)O2 (12-oxa-10-aza-tricyclo[6.3.1.0*2,7*]dodeca-2,4,6-triene), [OH-].[Na+] (NaOH). The solvent is S(O)(O)(=O)=O (sulfuric acid). Reaction conditions: temperature 0 celsius, time 30 minute. Yields the product [N+](=O)([O-])C=1C=C2C3CNCC(C2=CC1)O3 (4-Nitro-12-oxa-10-aza-tricyclo[6.3.1.0*2,7*]dodeca-2,4,6-triene), oil. The yield is 65.0%. As a reaction SMILES: [N+:1]([O-:4])(O)=[O:2].[CH:5]12[O:16][CH:12]([CH2:13][NH:14][CH2:15]1)[C:11]1[C:6]2=[CH:7][CH:8]=[CH:9][CH:10]=1.[OH-].[Na+]>S(=O)(=O)(O)O>[N+:1]([C:8]1[CH:7]=[C:6]2[C:11](=[CH:10][CH:9]=1)[CH:12]1[O:16][CH:5]2[CH2:15][NH:14][CH2:13]1)([O-:4])=[O:2] |f:2.3|. Reported procedure: Concentrated nitric acid (10 mL) was added to a mixture of 12-oxa-10-aza-tricyclo[6.3.1.0*2,7*]dodeca-2,4,6-triene (5.1 g, 32 mmol) and concentrated sulfuric acid (10 mL) at 0° C. The resulting solution was stirred at 0° C. for 30 min before pouring onto ice, adding 10 N NaOH slowly until basic, and extracting with CH2Cl2 (2×25 mL). The combined organic layers were dried over MgSO4, filtered, concentrated and purified with silica gel chromatography (0-30% MeOH in CH2Cl2) to obtain 4-Nitro-12-oxa... Reported procedure: 2-amino-4-phenylphenol (0.180 g, 0.97 mmol) was placed in a Smith Process Vial™ (Personal Chemistry, Inc., Uppsala) (3 mL glass vessel) followed by the addition of 1-chloro-2,2,2-trimethoxyethane (1 mL). The vial was sealed and the mixture was heated in the Emrys Optimizer™ (Personal Chemistry, Inc., Uppsala) microwave at 160° C. for 300 s, fixed hold time on, absorption level normal, pre-stirring 10 s. It was then cooled to room temperature, diluted with 2 mL of methanol and purified by semi-pr... Reaction conditions: temperature 160 celsius, time 10 second. The reactants are NC1=C(C=CC(=C1)C1=CC=CC=C1)O (2-amino-4-phenylphenol), ClCC(OC)(OC)OC (1-chloro-2,2,2-trimethoxyethane). Reaction SMILES: [NH2:1][C:2]1[CH:7]=[C:6]([C:8]2[CH:13]=[CH:12][CH:11]=[CH:10][CH:9]=2)[CH:5]=[CH:4][C:3]=1[OH:14].[Cl:15][CH2:16][C:17](OC)(OC)OC>>[Cl:15][CH2:16][C:17]1[O:14][C:3]2[CH:4]=[CH:5][C:6]([C:8]3[CH:13]=[CH:12][CH:11]=[CH:10][CH:9]=3)=[CH:7][C:2]=2[N:1]=1. The product is ClCC=1OC2=C(N1)C=C(C=C2)C2=CC=CC=C2 (2-(chloromethyl)-5-phenyl-benzoxazole). Starting materials: C(C)OCC (ethyl ether), Cl.Cl.Cl.N[C@H]1[C@@H]2N(C(=C(CS2)C[N+]=2N(C(=CC2)N)C)C(=O)[O-])C1=O (7β-amino-3-(3-amino-2-methyl-1-pyrazolio)methyl-3-cephem-4-carboxylate trihydrochloride), C[Si](NC(C)=O)(C)C (N-(trimethylsilyl)acetamide), Cl.NC1=NC(=NS1)/C(/C(=O)Cl)=N/OC(C)(C)C(=O)OC(C)(C)C ((Z)-2-(5-amino-1,2,4-thiadiazol-3-yl)-2-(1-tert-butoxycarbonyl-1-methylethoxyimino)acetyl chloride hydrochloride). Run in O1CCCC1 (tetrahydrofuran). Run at time 1 hour. Product: Cl.Cl.Cl.NC1=NC(=NS1)C(C(=O)N[C@H]1[C@@H]2N(C(=C(CS2)C[N+]=2N(C(=CC2)N)C)C(=O)[O-])C1=O)=NOC(C)(C)C(=O)OC(C)(C)C (7β-[2-(5-amino-1,2,4-thiadiazol-3-yl)-2-(1-tert-butoxycarbonyl-1-methylethoxyimino)-acetamido]-3-(3-amino-2-methyl-1-pyrazolio)methyl-3-cephem-4-carboxylate trihydrochloride). The yield is 194.8%. Reaction SMILES: [ClH:1].Cl.Cl.[NH2:4][C@@H:5]1[C:23](=[O:24])[N:7]2[C:8]([C:20]([O-:22])=[O:21])=[C:9]([CH2:12][N+:13]3[N:14]([CH3:19])[C:15]([NH2:18])=[CH:16][CH:17]=3)[CH2:10][S:11][C@H:6]12.C[Si](C)(C)NC(=O)C.Cl.[NH2:34][C:35]1[S:39][N:38]=[C:37](/[C:40](=[N:44]/[O:45][C:46]([C:49]([O:51][C:52]([CH3:55])([CH3:54])[CH3:53])=[O:50])([CH3:48])[CH3:47])/[C:41]([Cl:43])=[O:42])[N:36]=1.C(OCC)C>O1CCCC1>[ClH:43].[ClH:1].[ClH:43].[NH2:34][C:35]1[S:39][N:38]=[C:37]([C:40](=[N:44][O:45][C:46]([C:49]([O:51][C:52]([CH3:55])([CH3:54])[CH3:53])=[O:50])([CH3:47])[CH3:48])[C:41]([NH:4][C@@H:5]2[C:23](=[O:24])[N:7]3[C:8]([C:20]([O-:22])=[O:21])=[C:9]([CH2:12][N+:13]4[N:14]([CH3:19])[C:15]([NH2:18])=[CH:16][CH:17]=4)[CH2:10][S:11][C@H:6]23)=[O:42])[N:36]=1 |f:0.1.2.3,5.6,9.10.11.12|. Procedure details: To a solution of 7β-amino-3-(3-amino-2-methyl-1-pyrazolio)methyl-3-cephem-4-carboxylate trihydrochloride (2 g) and N-(trimethylsilyl)acetamide (6.28 g) in tetrahydrofuran (40 ml) was added (Z)-2-(5-amino-1,2,4-thiadiazol-3-yl)-2-(1-tert-butoxycarbonyl-1-methylethoxyimino)acetyl chloride hydrochloride (1.84 g) under ice-cooling. After being stirred for 1 hour, the reaction mixture was added dropwise to ethyl ether (300 ml), and the resulting precipitate was collected by filtration to give 7β-[2-(... Procedure: A solution of crude 4-methyl-2-phenylmethoxy-benzenemethanol (20 g, 87.6 mmol) in dry benzene (100 ml) was treated with 9.1 ml (96 mmol) PBr3 at room temperature and after being stirred for 10 min the mixture was treated with 50 ml 2N NaOH solution. The organic layer was separated and dried (Na2SO4) to give 1-bromomethyl-4-methyl-2-phenylmethoxybenzene (23.7 g, 93% crude yield) as an oil. Yield: 92.9%. Run at time 10 minute. The product is BrCC1=C(C=C(C=C1)C)OCC1=CC=CC=C1 (1-bromomethyl-4-methyl-2-phenylmethoxybenzene). Reactants: CC1=CC(=C(C=C1)CO)OCC1=CC=CC=C1 (4-methyl-2-phenylmethoxy-benzenemethanol), P(Br)(Br)Br (PBr3), [OH-].[Na+] (NaOH). Run in C1=CC=CC=C1 (benzene). As a reaction SMILES: [CH3:1][C:2]1[CH:7]=[CH:6][C:5]([CH2:8]O)=[C:4]([O:10][CH2:11][C:12]2[CH:17]=[CH:16][CH:15]=[CH:14][CH:13]=2)[CH:3]=1.P(Br)(Br)[Br:19].[OH-].[Na+]>C1C=CC=CC=1>[Br:19][CH2:8][C:5]1[CH:6]=[CH:7][C:2]([CH3:1])=[CH:3][C:4]=1[O:10][CH2:11][C:12]1[CH:17]=[CH:16][CH:15]=[CH:14][CH:13]=1 |f:2.3|. Reactants: CC1=NC2=C(N1CC1=CC=C(C3=CC=CC=C13)C#N)C=C(C(=C2)OC2CCN(CC2)C(=O)OC(C)(C)C)O[Si](C)(C)C(C)(C)C (2-methyl-6-(tert-butyldimethylsilyl)oxy-5-(N-(tert-butoxycarbonyl)piperidin-4-yloxy)-1-(4-cyanonaphth-1-yl)methylbenzimidazole), [N+](CCCC)(CCCC)(CCCC)CCCC.[F-] (Bu4NF). Run in C1CCOC1 (THF). Conditions: time 30 minute. Yields the product CC1=NC2=C(N1CC1=CC=C(C3=CC=CC=C13)C#N)C=C(C(=C2)OC2CCN(CC2)C(=O)OC(C)(C)C)O (2-methyl-6-hydroxy-5-(N-(tert-butoxycarbonyl)piperidin-4-yloxy)-1-(4-cyanonaphth-1-yl)methylbenzimidazole). RXN SMILES: [CH3:1][C:2]1[N:6]([CH2:7][C:8]2[C:17]3[C:12](=[CH:13][CH:14]=[CH:15][CH:16]=3)[C:11]([C:18]#[N:19])=[CH:10][CH:9]=2)[C:5]2[CH:20]=[C:21]([O:38][Si](C(C)(C)C)(C)C)[C:22]([O:24][CH:25]3[CH2:30][CH2:29][N:28]([C:31]([O:33][C:34]([CH3:37])([CH3:36])[CH3:35])=[O:32])[CH2:27][CH2:26]3)=[CH:23][C:4]=2[N:3]=1.[N+](CCCC)(CCCC)(CCCC)CCCC.[F-]>C1COCC1>[CH3:1][C:2]1[N:6]([CH2:7][C:8]2[C:17]3[C:12](=[CH:13][CH:14]=[CH:15][CH:16]=3)[C:11]([C:18]#[N:19])=[CH:10][CH:9]=2)[C:5]2[CH:20]=[C:21]([OH:38])[C:22]([O:24][CH:25]3[CH2:30][CH2:29][N:28]([C:31]([O:33][C:34]([CH3:36])([CH3:35])[CH3:37])=[O:32])[CH2:27][CH2:26]3)=[CH:23][C:4]=2[N:3]=1 |f:1.2|. Procedure details: To 2-methyl-6-(tert-butyldimethylsilyl)oxy-5-(N-(tert-butoxycarbonyl)piperidin-4-yloxy)-1-(4-cyanonaphth-1-yl)methylbenzimidazole (3 g) in THF (50 mL) was added Bu4NF (4 mL, 1M)) at ambient temperature. After stirring at ambient temperature for 30 minutes the solvent was removed. The reaction was worked up between ethyl acetate and H2O. The organic layer was dried, concentrated and purified by silica gel chromatography (hexane/ethyl acetate/CH2Cl2 /methanol, gradient) to afford 2-methyl-6-hydrox... The reactants are C(C=C)S (allylmercaptan), [Na] (sodium), CC(C)OC=1N=NC(=CC1)Cl (3-(2-propoxy)-6-chloropyridazine). Run in CO (methanol). Product: CC(C)OC=1N=NC(=CC1)SCC=C (3-(2-propoxy)-6-allylthiopyridazine). Reaction SMILES: [Na].[CH2:2]([SH:5])[CH:3]=[CH2:4].[CH3:6][CH:7]([O:9][C:10]1[N:11]=[N:12][C:13](Cl)=[CH:14][CH:15]=1)[CH3:8]>CO>[CH3:6][CH:7]([O:9][C:10]1[N:11]=[N:12][C:13]([S:5][CH2:2][CH:3]=[CH2:4])=[CH:14][CH:15]=1)[CH3:8] |^1:0|. Procedure details: 2.30 g(0.1 mol) of metallic sodium was dissolved in 150 ml of absolute methanol and then mixed with 9.28 ml(0.1 mol) of allylmercaptan. To this mixture was added 17.26 g(0.1 mol) of 3-(2-propoxy)-6-chloropyridazine. The reaction solution was refluxed for 24 hours and then treated according to the same manner as Example 1 to obtain the title compound as a pale yellow oil. Reactants: C(C)OC(C1=C(C(=CC=C1)SCC(C)=O)C)=O (2-Methyl-3-(2-oxo-propylsulfanyl)-benzoic acid ethyl ester), Cl.ClC=1C=C(C=CC1)NN (3-chlorophenylhydrazine hydrochloride). The product is C(C)OC(C1=C(C(=CC=C1)SC1=C(NC2=CC(=CC=C12)Cl)C)C)=O (3-(6-Chloro-2-methyl-1H-indol-3-ylsulfanyl)-2-methyl-benzoic acid ethyl ester). RXN SMILES: [CH2:1]([O:3][C:4](=[O:17])[C:5]1[CH:10]=[CH:9][CH:8]=[C:7]([S:11][CH2:12][C:13](=O)[CH3:14])[C:6]=1[CH3:16])[CH3:2].Cl.[Cl:19][C:20]1[CH:21]=[C:22]([NH:26]N)[CH:23]=[CH:24][CH:25]=1>>[CH2:1]([O:3][C:4](=[O:17])[C:5]1[CH:10]=[CH:9][CH:8]=[C:7]([S:11][C:12]2[C:23]3[C:22](=[CH:21][C:20]([Cl:19])=[CH:25][CH:24]=3)[NH:26][C:13]=2[CH3:14])[C:6]=1[CH3:16])[CH3:2] |f:1.2|. Procedure: Prepared according to the procedure described in Example 2, Step 1, using the following starting materials: 2-Methyl-3-(2-oxo-propylsulfanyl)-benzoic acid ethyl ester and 3-chlorophenylhydrazine hydrochloride. The reactants are COC1=C(C=CC=C1OC1=CC(=CC=C1)Cl)CC#N (2-[2-Methoxy-3-(3-chlorophenoxy)phenyl]acetonitrile), Cl (hydrochloric acid), C(C)(=O)O (acetic acid). Yields the product COC1=C(C=CC=C1OC1=CC(=CC=C1)Cl)CC(=O)O (2-[2-methoxy-3-(3-chlorophenoxy)phenyl]acetic acid). RXN SMILES: [CH3:1][O:2][C:3]1[C:8]([O:9][C:10]2[CH:15]=[CH:14][CH:13]=[C:12]([Cl:16])[CH:11]=2)=[CH:7][CH:6]=[CH:5][C:4]=1CC#N.Cl.[C:21]([OH:24])(=[O:23])[CH3:22]>>[CH3:1][O:2][C:3]1[C:8]([O:9][C:10]2[CH:15]=[CH:14][CH:13]=[C:12]([Cl:16])[CH:11]=2)=[CH:7][CH:6]=[CH:5][C:4]=1[CH2:22][C:21]([OH:24])=[O:23]. Reported procedure: 2-[2-Methoxy-3-(3-chlorophenoxy)phenyl]acetonitrile (16.4 g), glacial acetic acid (80 ml) and conc. hydrochloric acid (30 ml) were treated in a similar manner to that of Example 5-(4) to give oily 2-[2-methoxy-3-(3-chlorophenoxy)phenyl]acetic acid (10.1 g). Starting materials: ClC1=C(C2=C(CCN(CC2)C(C(F)(F)F)=O)C=C1)OS(=O)(=O)C(F)(F)F (7-chloro-3-(2,2,2-trifluoroacetyl)-6-trifluoromethanesulfonyloxy-2,3,4,5-tetrahydro-1H-benzo[d]azepine), CN(C(=O)SC1=CC=C(CN)C=C1)C (4-dimethylcarbamoylthio-benzylamine). Product: ClC1=C(C2=C(CCN(CC2)C(C(F)(F)F)=O)C=C1)NCC1=CC=C(C=C1)SC(N(C)C)=O (7-Chloro-6-(4-dimethylcarbamoylthio-benzylamino)-3-(2,2,2-trifluoroacetyl)-2,3,4,5-tetrahydro-1H-benzo[d]azepine). Isolated yield 43.7%. RXN SMILES: [Cl:1][C:2]1[CH:18]=[CH:17][C:5]2[CH2:6][CH2:7][N:8]([C:11](=[O:16])[C:12]([F:15])([F:14])[F:13])[CH2:9][CH2:10][C:4]=2[C:3]=1OS(C(F)(F)F)(=O)=O.[CH3:27][N:28]([CH3:40])[C:29]([S:31][C:32]1[CH:39]=[CH:38][C:35]([CH2:36][NH2:37])=[CH:34][CH:33]=1)=[O:30]>>[Cl:1][C:2]1[CH:18]=[CH:17][C:5]2[CH2:6][CH2:7][N:8]([C:11](=[O:16])[C:12]([F:14])([F:15])[F:13])[CH2:9][CH2:10][C:4]=2[C:3]=1[NH:37][CH2:36][C:35]1[CH:34]=[CH:33][C:32]([S:31][C:29](=[O:30])[N:28]([CH3:27])[CH3:40])=[CH:39][CH:38]=1. Reported procedure: Use a method similar to the General Procedure 1-2 to couple 7-chloro-3-(2,2,2-trifluoroacetyl)-6-trifluoromethanesulfonyloxy-2,3,4,5-tetrahydro-1H-benzo[d]azepine (348 mg, 0.8 mmol) with 4-dimethylcarbamoylthio-benzylamine (345 mg, 1.6 mmol). Purify by chromatography on silica gel eluting with hexane/EtOAc (4:1) to obtain the desired intermediate (170 mg, 43%).